Dataset: the Open Reaction Database (ORD), a public repository of structured organic reaction records. Task: describe an organic reaction: reactants, conditions, products, and yield Starting materials: CNCC(=O)O, CN(C)C=O, [Cu]I, O=C1C(C2=NS(=O)(=O)c3cc(I)ccc3N2)=C(O)C2C3CCC(C3)C2N1Cc1ccc(F)cc1, [K+], [K+], [K+], O=P([O-])([O-])[O-], NS(=O)(=O)c1cccnc1. The product is O=C1C(C2=NS(=O)(=O)c3cc(NS(=O)(=O)c4cccnc4)ccc3N2)=C(O)C2C3CCC(C3)C2N1Cc1ccc(F)cc1. RXN SMILES: [CH3:45][NH:46][CH2:47][C:48](=[O:49])[OH:50].[CH3:59][N:60]([CH3:61])[CH:62]=[O:63].[Cu:64][I:65].[F:1][c:2]1[cH:3][cH:4][c:5]([CH2:6][N:7]2[CH:8]3[CH:9]4[CH2:10][CH2:11][CH:12]([CH:13]3[C:14]([OH:31])=[C:15]([C:18]3=[N:19][S:20](=[O:29])(=[O:30])[c:21]5[c:22]([cH:24][cH:25][c:26]([I:28])[cH:27]5)[NH:23]3)[C:16]2=[O:17])[CH2:32]4)[cH:33][cH:34]1.[K+:56].[K+:57].[K+:58].[P:51]([O-:52])([O-:53])([O-:54])=[O:55].[n:35]1[cH:36][c:37]([S:41](=[O:42])(=[O:43])[NH2:44])[cH:38][cH:39][cH:40]1>>[F:1][c:2]1[cH:3][cH:4][c:5]([CH2:6][N:7]2[CH:8]3[CH:9]4[CH2:10][CH2:11][CH:12]([CH:13]3[C:14]([OH:31])=[C:15]([C:18]3=[N:19][S:20](=[O:29])(=[O:30])[c:21]5[c:22]([cH:24][cH:25][c:26]([NH:44][S:41]([c:37]6[cH:36][n:35][cH:40][cH:39][cH:38]6)(=[O:42])=[O:43])[cH:27]5)[NH:23]3)[C:16]2=[O:17])[CH2:32]4)[cH:33][cH:34]1. Starting materials: Cl, CC(C)(C)OC(=O)Nc1cn2nc(I)ccc2n1, C1COCCO1. Yields the product Cl, Nc1cn2nc(I)ccc2n1. As a reaction SMILES: [ClH:19].[I:1][c:2]1[cH:3][cH:4][c:5]2[n:6]([n:7]1)[cH:8][c:9]([NH:11][C:12](=[O:13])[O:14][C:15]([CH3:16])([CH3:17])[CH3:18])[n:10]2.[O:20]1[CH2:21][CH2:22][O:23][CH2:24][CH2:25]1>>[ClH:19].[I:1][c:2]1[cH:3][cH:4][c:5]2[n:6]([n:7]1)[cH:8][c:9]([NH2:11])[n:10]2. Reactants: CC(=O)OC(C)=O, COc1ccc(C(=NO)c2ccccc2F)c(O)c1Cl, [Na+], O=C([O-])O. Product: COc1ccc(C(=NOC(C)=O)c2ccccc2F)c(O)c1Cl. As a reaction SMILES: [CH3:21][C:22](=[O:23])[O:24][C:25](=[O:26])[CH3:27].[Cl:1][c:2]1[c:3]([OH:20])[c:4]([C:5]([c:6]2[c:7]([F:12])[cH:8][cH:9][cH:10][cH:11]2)=[N:13][OH:14])[cH:15][cH:16][c:17]1[O:18][CH3:19].[Na+:32].[O-:28][C:29]([OH:30])=[O:31]>>[Cl:1][c:2]1[c:3]([OH:20])[c:4]([C:5]([c:6]2[c:7]([F:12])[cH:8][cH:9][cH:10][cH:11]2)=[N:13][O:14][C:22]([CH3:21])=[O:23])[cH:15][cH:16][c:17]1[O:18][CH3:19]. Starting materials: CS(=O)(=O)C1=NC(=CC(=N1)CCCO)C1=CC(=C(C=C1)C)C (2-methylsulphonyl-4-(3-hydroxypropyl)-6-(3,4-dimethylphenyl)pyrimidine), [C-]#N.[Na+] (sodium cyanide), C(C)(=O)OCC (ethyl acetate). Solvent: CS(=O)C (dimethylsulfoxide). Run at time 4 hour. The product is OCCCC1=NC(=NC(=C1)C1=CC(=C(C=C1)C)C)C#N (4-(3-Hydroxy-propyl)-6-(3,4-dimethylphenyl)-pyrimidine-2-carbonitrile). Reaction SMILES: CS([C:5]1[N:10]=[C:9]([CH2:11][CH2:12][CH2:13][OH:14])[CH:8]=[C:7]([C:15]2[CH:20]=[CH:19][C:18]([CH3:21])=[C:17]([CH3:22])[CH:16]=2)[N:6]=1)(=O)=O.[C-:23]#[N:24].[Na+].C(OCC)(=O)C>CS(C)=O>[OH:14][CH2:13][CH2:12][CH2:11][C:9]1[CH:8]=[C:7]([C:15]2[CH:20]=[CH:19][C:18]([CH3:21])=[C:17]([CH3:22])[CH:16]=2)[N:6]=[C:5]([C:23]#[N:24])[N:10]=1 |f:1.2|. Procedure details: To the solution of 2-methylsulfanyl-4-(3-hydroxypropyl)-6-(3,4-dimethyl-phenyl)pyrimidine (5.8 g) in a mixed solvent of methanol and water (110 ml, 10:1) was added OXONE (35 g). The mixture was stirred at room temperature for 3 hours, then diluted with ethyl acetate (500 ml). The mixture was washed with water (3×500 ml). Organic layer dried over sodium sulphate, solvent removed under reduced pressure to give 2-methanesulphonyl-4-(3-hydroxypropyl)-6-(3,4-dimethylphenyl)-pyrimidine as crude produc... The reactants are O=C1OCCN2C1=C(C=1C=CC=CC21)S(=O)(=O)N (3,4-dihydro-1-oxo-1H-[1,4]oxazino[4,3-a]indole-10-sulfonamide), COC1=NC(=NC(=C1)OC)NC(OC1=CC=CC=C1)=O (phenyl (4,6-dimethoxypyrimidin-2-yl)carbamate), C1CCC2=NCCCN2CC1 (DBU), solution, Cl (HCl). Solvent: O (water), C(C)#N (acetonitrile). Reaction conditions: time 30 minute. Yields the product COC1=NC(=NC(=C1)OC)NC(=O)NS(=O)(=O)C1=C2N(C=3C=CC=CC13)CCOC2=O (3,4-Dihydro-N-[[(4,6-dimethoxy-2-pyrimidinyl)amino]carbonyl]-1-oxo-1H[1,4]oxazino[4,3-a]indole-10-sulfonamide). As a reaction SMILES: [O:1]=[C:2]1[C:7]2=[C:8]([S:15]([NH2:18])(=[O:17])=[O:16])[C:9]3[CH:10]=[CH:11][CH:12]=[CH:13][C:14]=3[N:6]2[CH2:5][CH2:4][O:3]1.[CH3:19][O:20][C:21]1[CH:26]=[C:25]([O:27][CH3:28])[N:24]=[C:23]([NH:29][C:30](=O)[O:31]C2C=CC=CC=2)[N:22]=1.C1CCN2C(=NCCC2)CC1.Cl>C(#N)C.O>[CH3:28][O:27][C:25]1[CH:26]=[C:21]([O:20][CH3:19])[N:22]=[C:23]([NH:29][C:30]([NH:18][S:15]([C:8]2[C:9]3[CH:10]=[CH:11][CH:12]=[CH:13][C:14]=3[N:6]3[CH2:5][CH2:4][O:3][C:2](=[O:1])[C:7]=23)(=[O:17])=[O:16])=[O:31])[N:24]=1. Procedure details: A 60 mg (0.23 mmol) sample of 3,4-dihydro-1-oxo-1H-[1,4]oxazino[4,3-a]indole-10-sulfonamide was dissolved in 1 mL dry acetonitrile and 70 mg (0.27 mmol) of phenyl (4,6-dimethoxypyrimidin-2-yl)carbamate was added. To this was added 0.040 mL of DBU and the mixture was stirred at room temperature for 30 minutes. A 0.2N solution of HCl was then added until the pH of the mixture was less than 2. Additional water was added and the resulting precipitate was collected by filtration and rinsed with water... Starting materials: BrC1=CC(=C(C=C1)C(=O)N1CCN(CC1)C1=NC=C(C=C1C)C)N1S(CCC1)(=O)=O ([4-bromo-2-(1,1-dioxo-1λ6-isothiazolidin-2-yl)phenyl][4-(3,5-dimethylpyridin-2-yl)piperazin-1-yl]methanone), CC1CCC(N1)=O (5-methylpyrrolidin-2-one). Yields the product CC=1C(=NC=C(C1)C)N1CCN(CC1)C(=O)C1=C(C=C(C=C1)N1C(CCC1C)=O)N1S(CCC1)(=O)=O (1-{4-[4-(3,5-dimethylpyridin-2-yl)piperazine-1-carbonyl]-3-(1,1-dioxo-1λ6-isothiazolidin-2-yl)phenyl}-5-methylpyrrolidin-2-one). Yield: 74.2%. As a reaction SMILES: Br[C:2]1[CH:7]=[CH:6][C:5]([C:8]([N:10]2[CH2:15][CH2:14][N:13]([C:16]3[C:21]([CH3:22])=[CH:20][C:19]([CH3:23])=[CH:18][N:17]=3)[CH2:12][CH2:11]2)=[O:9])=[C:4]([N:24]2[CH2:28][CH2:27][CH2:26][S:25]2(=[O:30])=[O:29])[CH:3]=1.[CH3:31][CH:32]1[NH:36][C:35](=[O:37])[CH2:34][CH2:33]1>>[CH3:22][C:21]1[C:16]([N:13]2[CH2:14][CH2:15][N:10]([C:8]([C:5]3[CH:6]=[CH:7][C:2]([N:36]4[CH:32]([CH3:31])[CH2:33][CH2:34][C:35]4=[O:37])=[CH:3][C:4]=3[N:24]3[CH2:28][CH2:27][CH2:26][S:25]3(=[O:30])=[O:29])=[O:9])[CH2:11][CH2:12]2)=[N:17][CH:18]=[C:19]([CH3:23])[CH:20]=1. Procedure details: Using [4-bromo-2-(1,1-dioxo-1λ6-isothiazolidin-2-yl)phenyl][4-(3,5-dimethylpyridin-2-yl)piperazin-1-yl]methanone (247 mg) described in Preparation Example 166 and 5-methylpyrrolidin-2-one (50 mg) and by the reaction and treatment in the same manner as in Example 1, the title compound (190 mg) was obtained. Starting materials: ClC1=CC=2N(C(=N1)O)N=C(N2)CC (7-Chloro-2-ethyl[1,2,4]triazolo[1,5-c]pyrimidin-5-ol), P(=O)(Cl)(Cl)Cl (phosphoryl chloride). Product: ClC1=NC(=CC=2N1N=C(N2)CC)Cl (5,7-Dichloro-2-ethyl[1,2,4]triazolo[1,5-c]pyrimidine). RXN SMILES: [Cl:1][C:2]1[N:7]=[C:6](O)[N:5]2[N:9]=[C:10]([CH2:12][CH3:13])[N:11]=[C:4]2[CH:3]=1.P(Cl)(Cl)([Cl:16])=O>>[Cl:16][C:6]1[N:5]2[N:9]=[C:10]([CH2:12][CH3:13])[N:11]=[C:4]2[CH:3]=[C:2]([Cl:1])[N:7]=1. Procedure details: In analogy to Example 11A, 285 mg (80% of theory) of the product are obtained from 312 mg (1.57 mmol) of 7-chloro-2-ethyl[1,2,4]triazolo[1,5-c]pyrimidin-5-ol (Example 102A) by reaction with phosphoryl chloride. The reactants are FC1(C(CC(CC1)(O)CNC(=O)C=1C=2C=CC(=NC2C=CC1Cl)Cl)C)F (2,6-dichloro-quinoline-5-carboxylic acid (4,4-difluoro-1-hydroxy-3-methyl-cyclohexylmethyl)-amide), CCN(C(C)C)C(C)C (DIPEA), CN(C1CNCC1)C (3-dimethylamino-pyrrolidine). The product is FC1(C(CC(CC1)(O)CNC(=O)C=1C=2C=CC(=NC2C=CC1Cl)N1CC(CC1)N(C)C)C)F (6-Chloro-2-(3-dimethylamino-pyrrolidin-1-yl)-quinoline-5-carboxylic acid (4,4-difluoro-1-hydroxy-3-methyl-cyclohexylmethyl)-amide). Reaction SMILES: [F:1][C:2]1([F:26])[CH2:7][CH2:6][C:5]([CH2:9][NH:10][C:11]([C:13]2[C:14]3[CH:15]=[CH:16][C:17](Cl)=[N:18][C:19]=3[CH:20]=[CH:21][C:22]=2[Cl:23])=[O:12])([OH:8])[CH2:4][CH:3]1[CH3:25].CCN(C(C)C)C(C)C.[CH3:36][N:37]([CH3:43])[CH:38]1[CH2:42][CH2:41][NH:40][CH2:39]1>>[F:1][C:2]1([F:26])[CH2:7][CH2:6][C:5]([CH2:9][NH:10][C:11]([C:13]2[C:14]3[CH:15]=[CH:16][C:17]([N:40]4[CH2:41][CH2:42][CH:38]([N:37]([CH3:43])[CH3:36])[CH2:39]4)=[N:18][C:19]=3[CH:20]=[CH:21][C:22]=2[Cl:23])=[O:12])([OH:8])[CH2:4][CH:3]1[CH3:25]. Procedure: The title compound was synthesized according to the procedure described in example 1 using 2,6-dichloro-quinoline-5-carboxylic acid (4,4-difluoro-1-hydroxy-3-methyl-cyclohexylmethyl)-amide, DIPEA and 3-dimethylamino-pyrrolidine. 1H NMR (400 MHz, DMSO-d6) δ ppm 8.75 (1H), 7.85 (m, 1H), 7.58 (2H), 7.05 (1H), 5.43-5.56 (1H), 4.66 (s, 1H), 3.89 (m, 2H), 3.70 (m, 1H), 3.55 (m, 1H), 3.26 (m, 2H), 2.44 (m, 2H), 2.26 (s, 6H), 2.06 (m, 2H), 1.85 (m, 2H), 1.74-1.56 (m, 1H), 1.27-1.32 (m, 1H), 1.00 (d, 3H)...